From a dataset of the Open Reaction Database (ORD), a public repository of structured organic reaction records. describe an organic reaction: reactants, conditions, products, and yield The reactants are COc1ccc2cc(Br)cnc2c1, [Li]CCCC, Cc1ccccc1, O=CCCC(F)(F)F. Yields the product COc1ccc2cc(C(O)CCC(F)(F)F)cnc2c1. Reaction SMILES: [Br:6][c:7]1[cH:8][n:9][c:10]2[cH:11][c:12]([O:17][CH3:18])[cH:13][cH:14][c:15]2[cH:16]1.[CH3:1][CH2:2][CH2:3][CH2:4][Li:5].[CH3:27][c:28]1[cH:29][cH:30][cH:31][cH:32][cH:33]1.[F:19][C:20]([CH2:21][CH2:22][CH:23]=[O:24])([F:25])[F:26]>>[c:7]1([CH:23]([CH2:22][CH2:21][C:20]([F:19])([F:25])[F:26])[OH:24])[cH:8][n:9][c:10]2[cH:11][c:12]([O:17][CH3:18])[cH:13][cH:14][c:15]2[cH:16]1. The reactants are solution, C[Li] (methyllithium), CCOCC (ether), ClC1=CC=C(C=C1)C(C)N1CC(C1)C(C(=O)OC)C1=CC(=CC(=C1)F)F (methyl {1-[1-(4-chlorophenyl)ethyl]azetidin-3-yl}(3,5-difluorophenyl)acetate), CCOCC (ether). Run at temperature -78 celsius, time 1 hour. Yields the product ClC1=CC=C(C=C1)C(C)N1CC(C1)=C(C(C)(O)C)C1=CC(=CC(=C1)F)F (1-{1-[1-(4-chlorophenyl)ethyl]azetidin-3-ylidene}-1-(3,5-difluorophenyl)-2-methylpropan-2-ol). RXN SMILES: [Cl:1][C:2]1[CH:7]=[CH:6][C:5]([CH:8]([N:10]2[CH2:13][CH:12]([CH:14]([C:19]3[CH:24]=[C:23]([F:25])[CH:22]=[C:21]([F:26])[CH:20]=3)C(OC)=O)[CH2:11]2)[CH3:9])=[CH:4][CH:3]=1.[CH3:27][Li].CC[O:31][CH2:32][CH3:33]>>[Cl:1][C:2]1[CH:7]=[CH:6][C:5]([CH:8]([N:10]2[CH2:11][C:12](=[C:14]([C:19]3[CH:24]=[C:23]([F:25])[CH:22]=[C:21]([F:26])[CH:20]=3)[C:32]([CH3:33])([OH:31])[CH3:27])[CH2:13]2)[CH3:9])=[CH:4][CH:3]=1. Procedure: A solution of 0.02 mg (0.53 mmol) of methyl {1-[1-(4-chlorophenyl)ethyl]azetidin-3-yl}(3,5-difluorophenyl)acetate in 2 mL ether was cooled to −78° C. under nitrogen. To this was added 0.8 mL of a 1.6 M solution of methyllithium in ether and the solution was stirred at −78° C. After 1 h, the solution was quenched by addition of 1 mL water and the mixture was partitioned between 10 mL ether and 2 mL water. The aqueous layer was washed two times with 10 mL ethyl acetate and the combined organic ext...